From a dataset of the Open Reaction Database (ORD), a public repository of structured organic reaction records. describe an organic reaction: reactants, conditions, products, and yield Run in CCOC(=O)C (EtOAc), CC(=O)N(C)C (DMA). The reactants are Cl.Cl.NCC1=CC(=NC=C1)C1(CC1)NC(=O)C1(CC1)NC(=O)C1=CN=C2N1[C@](C(N2C2=CC(=CC(=C2)Cl)Cl)=O)(C)CC2=CC=C(C=C2)C#N ((R)-5-(4-Cyano-benzyl)-7-(3,5-dichloro-phenyl)-5-methyl-6-oxo-6,7-dihydro-5H-imidazo[1,2-a]imidazole-3-carboxylic acid {1-[1-(4-aminomethyl-pyridin-2-yl)-cyclopropylcarbamoyl]-cyclopropyl}-amide dihydrochloric acid salt), CCN(C(C)C)C(C)C (DIPEA), BrCCCBr (1,3-dibromopropane). Run at temperature 100 celsius. Reaction SMILES: Cl.Cl.[NH2:3][CH2:4][C:5]1[CH:10]=[CH:9][N:8]=[C:7]([C:11]2([NH:14][C:15]([C:17]3([NH:20][C:21]([C:23]4[N:27]5[C@@:28]([CH2:41][C:42]6[CH:47]=[CH:46][C:45]([C:48]#[N:49])=[CH:44][CH:43]=6)([CH3:40])[C:29](=[O:39])[N:30]([C:31]6[CH:36]=[C:35]([Cl:37])[CH:34]=[C:33]([Cl:38])[CH:32]=6)[C:26]5=[N:25][CH:24]=4)=[O:22])[CH2:19][CH2:18]3)=[O:16])[CH2:13][CH2:12]2)[CH:6]=1.CCN(C(C)C)[CH:53]([CH3:55])[CH3:54].BrCCCBr>CC(N(C)C)=O.CCOC(C)=O>[N:3]1([CH2:4][C:5]2[CH:10]=[CH:9][N:8]=[C:7]([C:11]3([NH:14][C:15]([C:17]4([NH:20][C:21]([C:23]5[N:27]6[C@@:28]([CH2:41][C:42]7[CH:47]=[CH:46][C:45]([C:48]#[N:49])=[CH:44][CH:43]=7)([CH3:40])[C:29](=[O:39])[N:30]([C:31]7[CH:36]=[C:35]([Cl:37])[CH:34]=[C:33]([Cl:38])[CH:32]=7)[C:26]6=[N:25][CH:24]=5)=[O:22])[CH2:18][CH2:19]4)=[O:16])[CH2:12][CH2:13]3)[CH:6]=2)[CH2:55][CH2:53][CH2:54]1 |f:0.1.2|. The product is N1(CCC1)CC1=CC(=NC=C1)C1(CC1)NC(=O)C1(CC1)NC(=O)C1=CN=C2N1[C@](C(N2C2=CC(=CC(=C2)Cl)Cl)=O)(C)CC2=CC=C(C=C2)C#N ((R)-5-(4-Cyano-benzyl)-7-(3,5-dichloro-phenyl)-5-methyl-6-oxo-6,7-dihydro-5H-imidazo[1,2-a]imidazole-3-carboxylic acid {1-[1-(4-azetidin-1-ylmethyl-pyridin-2-yl)-cyclopropylcarbamoyl]-cyclopropyl}-amide). Isolated yield 13.0%. Procedure: To the solution of (R)-5-(4-Cyano-benzyl)-7-(3,5-dichloro-phenyl)-5-methyl-6-oxo-6,7-dihydro-5H-imidazo[1,2-a]imidazole-3-carboxylic acid {1-[1-(4-aminomethyl-pyridin-2-yl)-cyclopropylcarbamoyl]-cyclopropyl}-amide dihydrochloric acid salt (60 mg, 0.081 mmol) in dry DMA (5 mL) was added DIPEA (0.071 mL, 0.405 mmol) followed by 1,3-dibromopropane (0.0415 mL, 0.405 mmol). The reaction mixture was heated in the microwave at 100° C. for 2×10 min. Diluted with EtOAc (50 mL). Washed with saturated NaHC... Starting materials: CC(C)(C)N(CCn1c2ccccc2c2cc(C(N)=O)c(N)nc21)C(=O)[O-], CO, Cl. The product is Cl, NCCn1c2ccccc2c2cc(C(N)=O)c(N)nc21. As a reaction SMILES: [C:1]([N:5]([C:2](=[O:3])[O-:4])[CH2:9][CH2:10][n:11]1[c:12]2[c:13]([c:14]3[cH:15][cH:16][cH:17][cH:18][c:19]13)[cH:20][c:21]([C:25](=[O:26])[NH2:27])[c:22]([NH2:24])[n:23]2)([CH3:6])([CH3:7])[CH3:8].[CH3:29][OH:30].[ClH:28]>>[ClH:28].[NH2:5][CH2:9][CH2:10][n:11]1[c:12]2[c:13]([c:14]3[cH:15][cH:16][cH:17][cH:18][c:19]13)[cH:20][c:21]([C:25](=[O:26])[NH2:27])[c:22]([NH2:24])[n:23]2. Reactants: F[C@@H]1CN(CC[C@H]1OC=1C=CC=C2C=CC=NC12)C(=O)OC(C)(C)C ((trans)-tert-butyl 3-fluoro-4-(quinolin-8-yloxy)piperidine-1-carboxylate), C(=O)(C(F)(F)F)O (TFA), C(Cl)Cl (DCM). Conditions: time 4 hour. Yields the product Cl.Cl.F[C@@H]1CNCC[C@H]1OC=1C=CC=C2C=CC=NC12 (8-(trans-3-fluoropiperidin-4-yloxy)quinoline dihydrochloride). As a reaction SMILES: [F:1][C@H:2]1[C@H:7]([O:8][C:9]2[CH:10]=[CH:11][CH:12]=[C:13]3[C:18]=2[N:17]=[CH:16][CH:15]=[CH:14]3)[CH2:6][CH2:5][N:4](C(OC(C)(C)C)=O)[CH2:3]1.C(O)(C(F)(F)F)=O.C(Cl)[Cl:34]>>[ClH:34].[ClH:34].[F:1][C@H:2]1[C@H:7]([O:8][C:9]2[CH:10]=[CH:11][CH:12]=[C:13]3[C:18]=2[N:17]=[CH:16][CH:15]=[CH:14]3)[CH2:6][CH2:5][NH:4][CH2:3]1 |f:3.4.5|. Reported procedure: To a solution of (trans)-tert-butyl 3-fluoro-4-(quinolin-8-yloxy)piperidine-1-carboxylate (5.4 g, 15.6 mmol) in 100 mL DCM was added neat TFA (24.0 ml, 311.78 mmol). The reaction mixture was stirred at ambient temperature for 4 hours, after which it was concentrated. The resulting residue was dissolved in 40 mL DCM, and this solution was added dropwise by addition funnel to a flask containing vigorously stirring 60 mL 2 M HCl in ether in 500 mL ether, causing precipitation. The solids were isola... The reactants are Cl.NC1=NC=CC(=C1)CCC(=O)O (3-(2-aminopyridin-4-yl)propanoic acid hydrochloride), [H-].[Al+3].[Li+].[H-].[H-].[H-] (lithium aluminum hydride). Run in C1CCOC1 (THF). Conditions: time 4.5 hour. The product is NC1=NC=CC(=C1)CCCO (3-(2-Aminopyridin-4-yl)propan-1-ol). Reaction SMILES: Cl.[NH2:2][C:3]1[CH:8]=[C:7]([CH2:9][CH2:10][C:11](O)=[O:12])[CH:6]=[CH:5][N:4]=1.[H-].[Al+3].[Li+].[H-].[H-].[H-]>C1COCC1>[NH2:2][C:3]1[CH:8]=[C:7]([CH2:9][CH2:10][CH2:11][OH:12])[CH:6]=[CH:5][N:4]=1 |f:0.1,2.3.4.5.6.7|. Reported procedure: A suspension of 3-(2-aminopyridin-4-yl)propanoic acid hydrochloride (0.73 g. 3.60 mmol, prepared according to WO94/14776 in THF (10 mL) was added over 45 min to lithium aluminum hydride (12 mL, 12 mmol, 1M in THF) at 0° C. The ice bath was removed and the reaction was allowed to stir at RT for 4.5 h. The reaction was cooled to 0° C. diluted with toluene (22 mL) and quenched by the sequential addition of H2O (0.86 mL) and NaF (1.54 g). The resulting suspension was stirred at 0° C. for 45 min. The...